From a dataset of the Open Reaction Database (ORD), a public repository of structured organic reaction records. describe an organic reaction: reactants, conditions, products, and yield The reactants are C(#N)C1(CN(CC1)C([C@@H](C(C)(C)C)NC(OC(C)(C)C)=O)=O)F (tert-butyl (2R)-1-(3-cyano-3-fluoropyrrolidin-1-yl)-3,3-dimethyl-1-oxobutan-2-ylcarbamate), C(=O)(C(F)(F)F)O (TFA). Run in C(Cl)Cl (CH2Cl2). Run at time 3 hour. The product is FC(C(=O)O)(F)F.N[C@@H](C(=O)N1CC(CC1)(C#N)F)C(C)(C)C (1-((R)-2-amino-3,3-dimethylbutanoyl)-3-fluoropyrrolidine-3-carbonitrile trifluoroacetate). RXN SMILES: [C:1]([C:3]1([F:23])[CH2:7][CH2:6][N:5]([C:8](=[O:22])[C@H:9]([NH:14]C(=O)OC(C)(C)C)[C:10]([CH3:13])([CH3:12])[CH3:11])[CH2:4]1)#[N:2].[C:24]([OH:30])([C:26]([F:29])([F:28])[F:27])=[O:25]>C(Cl)Cl>[F:27][C:26]([F:29])([F:28])[C:24]([OH:30])=[O:25].[NH2:14][C@H:9]([C:10]([CH3:13])([CH3:12])[CH3:11])[C:8]([N:5]1[CH2:6][CH2:7][C:3]([F:23])([C:1]#[N:2])[CH2:4]1)=[O:22] |f:3.4|. Procedure details: To a solution of tert-butyl (2R)-1-(3-cyano-3-fluoropyrrolidin-1-yl)-3,3-dimethyl-1-oxobutan-2-ylcarbamate (234 mg, 0.72 mmol) in CH2Cl2 (5 mL) was added TFA (2.0 mL, 26.0 mmol). The reaction mixture was stirred at room temperature for 3 h then concentrated and dried under high vacuum to provide 1-((R)-2-amino-3,3-dimethylbutanoyl)-3-fluoropyrrolidine-3-carbonitrile trifluoroacetate as a pale yellow oil which was used without further purification. The reactants are CO, COC(=O)COc1cc2c(c3c1OC(C)(C)C3)C(c1ccccc1)=NC(C)(C)C2, N, N#C[Na]. Yields the product CC1(C)Cc2cc(OCC(N)=O)c3c(c2C(c2ccccc2)=N1)CC(C)(C)O3. RXN SMILES: [CH3:1][OH:2].[CH3:4][O:5][C:6]([CH2:7][O:8][c:9]1[cH:10][c:11]2[c:16]([c:17]3[c:18]1[O:19][C:20]([CH3:22])([CH3:23])[CH2:21]3)[C:15]([c:24]1[cH:25][cH:26][cH:27][cH:28][cH:29]1)=[N:14][C:13]([CH3:30])([CH3:31])[CH2:12]2)=[O:32].[NH3:3].[Na:33][C:34]#[N:35]>>[O:5]=[C:6]([CH2:7][O:8][c:9]1[cH:10][c:11]2[c:16]([c:17]3[c:18]1[O:19][C:20]([CH3:22])([CH3:23])[CH2:21]3)[C:15]([c:24]1[cH:25][cH:26][cH:27][cH:28][cH:29]1)=[N:14][C:13]([CH3:30])([CH3:31])[CH2:12]2)[NH2:35]. Starting materials: NCCCN1C(=NC2=C1C=CC(=C2)C(=O)NCCC(=O)OC)C2=CC=C(C=C2)C#N (1-(3-amino-propyl)-2-(4-cyano-phenyl)-5-[(2-methoxycarbonyl-ethyl)-aminocarbonyl]-benzimidazole), [H][H] (hydrogen). Reagents/catalysts: [Pd] (palladium/charcoal). Solvent: CO (methanol), Cl (hydrochloric acid). Yields the product NCC1=CC=C(C=C1)C1=NC2=C(N1CCCN)C=CC(=C2)C(=O)NCCC(=O)OC (2-(4-Aminomethyl-phenyl)-1-(3-amino-propyl)-5-[(2-methoxycarbonyl-ethyl)-aminocarbonyl]-benzimidazole). Reaction SMILES: [NH2:1][CH2:2][CH2:3][CH2:4][N:5]1[C:9]2[CH:10]=[CH:11][C:12]([C:14]([NH:16][CH2:17][CH2:18][C:19]([O:21][CH3:22])=[O:20])=[O:15])=[CH:13][C:8]=2[N:7]=[C:6]1[C:23]1[CH:28]=[CH:27][C:26]([C:29]#[N:30])=[CH:25][CH:24]=1.[H][H]>CO.Cl.[Pd]>[NH2:30][CH2:29][C:26]1[CH:25]=[CH:24][C:23]([C:6]2[N:5]([CH2:4][CH2:3][CH2:2][NH2:1])[C:9]3[CH:10]=[CH:11][C:12]([C:14]([NH:16][CH2:17][CH2:18][C:19]([O:21][CH3:22])=[O:20])=[O:15])=[CH:13][C:8]=3[N:7]=2)=[CH:28][CH:27]=1. Reported procedure: 3 g of 1-(3-amino-propyl)-2-(4-cyano-phenyl)-5-[(2-methoxycarbonyl-ethyl)-aminocarbonyl]-benzimidazole are treated in a mixture of 50 ml of methanol and 10 ml of methanolic hydrochloric acid with 5 bars of hydrogen in the presence of 1 g of 10% palladium/charcoal for 20 hours at ambient temperature. After the catalyst has been filtered off the mixture is evaporated to dryness in vacuo and the residue is purified by chromatography on silica gel (eluant:methanol/2N ammonia=5:1.5 to 5:2). Yield: 1.... Reactants: CC1(C(C2CCC1C2)C2(CC=CCC2)C=O)C (1-(3,3-Dimethyl-bicyclo[2.2.1]hept-2-yl)-cyclohex-3-enecarbaldehyde), 1-L, COCCO[AlH2-]OCCOC.[Na+] (Vitride). Run in C1(=CC=CC=C1)C (toluene). Run at temperature 20 celsius, time 2.5 hour. The product is crude product, CC1(C(C2CCC1C2)C2(CC=CCC2)CO)C ([1-(3,3-dimethyl-bicyclo[2.2.1]hept-2-yl)-cyclohex-3-enyl]-methanol). Yield: 126.1%. As a reaction SMILES: COCCO[AlH2-]OCCOC.[Na+].[CH3:13][C:14]1([CH3:29])[CH:19]2[CH2:20][CH:16]([CH2:17][CH2:18]2)[CH:15]1[C:21]1([CH:27]=[O:28])[CH2:26][CH2:25][CH:24]=[CH:23][CH2:22]1>C1(C)C=CC=CC=1>[CH3:13][C:14]1([CH3:29])[CH:19]2[CH2:20][CH:16]([CH2:17][CH2:18]2)[CH:15]1[C:21]1([CH2:27][OH:28])[CH2:26][CH2:25][CH:24]=[CH:23][CH2:22]1 |f:0.1|. Procedure: A 1-L reaction flask equipped with a stirrer, a thermometer, a reflux condenser, a heating mantle, and an addition funnel was charged with Vitride (226 g, 0.73 mol) and toluene (226 g). The resulting mixture was stirred at 20° C. The Diels-Alder product containing 1-(3,3-dimethyl-bicyclo[2.2.1]hept-2-yl)-cyclohex-3-enecarbaldehyde (310 g, 1.32 mol, synthesized as above in EXAMPLE II) was added over about 2 hours. The temperature was allowed to rise to 45° C. The reaction mass was aged for 2.5 ho... RXN SMILES: [CH3:37][OH:38].[Cl:39][CH2:40][Cl:41].[N:1]1([CH2:7][CH2:8][CH2:9][O:10][c:11]2[cH:12][c:13]([CH:17]3[N:18]([CH2:22][C:23](=[O:24])[c:25]4[cH:26][cH:27][c:28]([O:31][C:32]([F:33])([F:34])[F:35])[cH:29][cH:30]4)[CH2:19][CH2:20][CH2:21]3)[cH:14][cH:15][cH:16]2)[CH2:2][CH2:3][CH2:4][CH2:5][CH2:6]1.[NH3:36]>>[N:1]1([CH2:7][CH2:8][CH2:9][O:10][c:11]2[cH:12][c:13]3[c:14]([cH:15][cH:16]2)[CH:23]([c:25]2[cH:26][cH:27][c:28]([O:31][C:32]([F:33])([F:34])[F:35])[cH:29][cH:30]2)[CH2:22][N:18]2[CH:17]3[CH2:21][CH2:20][CH2:19]2)[CH2:2][CH2:3][CH2:4][CH2:5][CH2:6]1. Reactants: CO, ClCCl, O=C(CN1CCCC1c1cccc(OCCCN2CCCCC2)c1)c1ccc(OC(F)(F)F)cc1, N. Yields the product FC(F)(F)Oc1ccc(C2CN3CCCC3c3cc(OCCCN4CCCCC4)ccc32)cc1. The product is CC(C)n1ncc2c(C(=O)O)cc(N3CCN(C)CC3)nc21. Reactants: CCO, CCOC(=O)c1cc(N2CCN(C)CC2)nc2c1cnn2C(C)C, [Na+], [OH-]. As a reaction SMILES: [CH3:27][CH2:28][OH:29].[CH:3]([CH3:4])([CH3:5])[n:6]1[n:7][cH:8][c:9]2[c:10]1[n:11][c:12]([N:20]1[CH2:21][CH2:22][N:23]([CH3:26])[CH2:24][CH2:25]1)[cH:13][c:14]2[C:15](=[O:16])[O:17][CH2:18][CH3:19].[Na+:2].[OH-:1]>>[CH:3]([CH3:4])([CH3:5])[n:6]1[n:7][cH:8][c:9]2[c:10]1[n:11][c:12]([N:20]1[CH2:21][CH2:22][N:23]([CH3:26])[CH2:24][CH2:25]1)[cH:13][c:14]2[C:15](=[O:16])[OH:17]. The reactants are COC=1C=C(C=C(C1)OC)C1=CC2=C(N=C(N=C2)SC)N(C1=NC(C)=O)CC (N-[6-(3,5-Dimethoxy-phenyl)-8-ethyl-2-methylsulfanyl-8H-pyrido[2,3-d]pyrimidin-7-ylidene]-acetamide), COC=1C=C(C=C(C1)OC)C1=CC2=C(N=C(N=C2)SC)N(C1=NC(C)=O)CC (N-[6-(3,5dimethoxy-phenyl)-8-ethyl-2-methylsulfanyl-8H-pyrido[2,3-d]pyrimidin-7-ylidene]-acetamide), O1CCOCC1 (dioxane), OS(=O)(=O)O (H2SO4). The solvent is O (water). The product is COC=1C=C(C=C(C1)OC)C1=CC2=C(N=C(N=C2)SC)N(C1=O)CC (6-(3,5-Dimethoxy-phenyl)-8-ethyl-2-methylsulfanyl-8H-pyrido[2,3-d]pyrimidin-7-one). As a reaction SMILES: [CH3:1][O:2][C:3]1[CH:4]=[C:5]([C:11]2[C:22](=NC(=O)C)[N:21]([CH2:27][CH3:28])[C:14]3[N:15]=[C:16]([S:19][CH3:20])[N:17]=[CH:18][C:13]=3[CH:12]=2)[CH:6]=[C:7]([O:9][CH3:10])[CH:8]=1.[O:29]1CCOCC1.OS(O)(=O)=O>O>[CH3:10][O:9][C:7]1[CH:6]=[C:5]([C:11]2[C:22](=[O:29])[N:21]([CH2:27][CH3:28])[C:14]3[N:15]=[C:16]([S:19][CH3:20])[N:17]=[CH:18][C:13]=3[CH:12]=2)[CH:4]=[C:3]([O:2][CH3:1])[CH:8]=1. Procedure: A mixture of the product of Example 5, N-[6-(3,5dimethoxy-phenyl)-8-ethyl-2-methylsulfanyl-8H-pyrido[2,3-d]pyrimidin-7-ylidene]-acetamide, (43.5 g, 0.11 mol) and dioxane (200 mL) was heated with stirring to the boiling point at which point the solid dissolved. At the boiling point was added 100 mL of 15% aq. H2SO4 and the mixture refluxed for 2 minutes. The reaction mixture cooled in an ice bath and water was added (˜200 mL). Crystals formed that were collected by filtration and washed with wate... Reactants: NC(Cc1ccc(B(O)O)cc1)C(=O)O, CC#N, Nc1nc(Cl)cc(OC(c2ccccc2C(F)(F)F)C(F)(F)F)n1, [Na+], [Na+], O=C([O-])[O-], O. Yields the product Nc1nc(OC(c2ccccc2C(F)(F)F)C(F)(F)F)cc(-c2ccc(CC(N)C(=O)O)cc2)n1. As a reaction SMILES: [B:25]([OH:26])([OH:27])[c:28]1[cH:29][cH:30][c:31]([CH2:32][CH:33]([NH2:34])[C:35](=[O:36])[OH:37])[cH:38][cH:39]1.[CH3:40][C:41]#[N:42].[Cl:1][c:2]1[n:3][c:4]([NH2:24])[n:5][c:6]([O:8][CH:9]([C:10]([F:11])([F:12])[F:13])[c:14]2[c:15]([C:20]([F:21])([F:22])[F:23])[cH:16][cH:17][cH:18][cH:19]2)[cH:7]1.[Na+:43].[Na+:44].[O-:45][C:46](=[O:47])[O-:48].[OH2:49]>>[c:2]1(-[c:28]2[cH:29][cH:30][c:31]([CH2:32][CH:33]([NH2:34])[C:35](=[O:36])[OH:37])[cH:38][cH:39]2)[n:3][c:4]([NH2:24])[n:5][c:6]([O:8][CH:9]([C:10]([F:11])([F:12])[F:13])[c:14]2[c:15]([C:20]([F:21])([F:22])[F:23])[cH:16][cH:17][cH:18][cH:19]2)[cH:7]1. Starting materials: CC(C)c1ccc(N(Cc2ccc(N(C)C)cc2)C(=O)C2CCOc3c(C#N)cccc32)cc1, CC(C)=O, [Na+], [OH-], OO. The product is CC(C)c1ccc(N(Cc2ccc(N(C)C)cc2)C(=O)C2CCOc3c(C(N)=O)cccc32)cc1. RXN SMILES: [C:1](#[N:2])[c:3]1[cH:4][cH:5][cH:6][c:7]2[c:12]1[O:11][CH2:10][CH2:9][CH:8]2[C:13](=[O:14])[N:15]([c:16]1[cH:17][cH:18][c:19]([CH:22]([CH3:23])[CH3:24])[cH:20][cH:21]1)[CH2:25][c:26]1[cH:27][cH:28][c:29]([N:32]([CH3:33])[CH3:34])[cH:30][cH:31]1.[CH3:39][C:40](=[O:41])[CH3:42].[Na+:36].[OH-:35].[OH:37][OH:38]>>[C:1]([NH2:2])([c:3]1[cH:4][cH:5][cH:6][c:7]2[c:12]1[O:11][CH2:10][CH2:9][CH:8]2[C:13](=[O:14])[N:15]([c:16]1[cH:17][cH:18][c:19]([CH:22]([CH3:23])[CH3:24])[cH:20][cH:21]1)[CH2:25][c:26]1[cH:27][cH:28][c:29]([N:32]([CH3:33])[CH3:34])[cH:30][cH:31]1)=[O:35]. The reagents and catalysts are C(C)(=O)[O-].[Pd+2].C(C)(=O)[O-] (palladium(II) acetate). Reaction conditions: temperature 120 celsius, time 3 hour. The solvent is C1(=CC=CC=C1)C (toluene), O (water). Starting materials: C([O-])([O-])=O.[Cs+].[Cs+] (cesium carbonate), C(C)(C)(C)OC(N[C@@H](C)C1=CC=C(C=C1)C1CCNCC1)=O ((S)-[1-(4-piperidin-4-yl-phenyl)-ethyl]-carbamic acid tert-butyl ester), BrC1=CC=C(C=C1)OCC (1-bromo-4-ethoxy-benzene), CC(C)C1=CC(=C(C(=C1)C(C)C)C2=C(C=CC=C2)P(C3CCCCC3)C4CCCCC4)C(C)C (X-Phos). Reported procedure: 6.21 g (19.1 mmol) cesium carbonate are added to a mixture of 5.80 mg (19.1 mmol) (S)-[1-(4-piperidin-4-yl-phenyl)-ethyl]-carbamic acid tert-butyl ester (V.5), 4.21 g (21.0 mmol) 1-bromo-4-ethoxy-benzene, 454 mg (0.953 mmol) X-Phos and 214 mg (0.953 mmol) palladium(II) acetate in 50 mL toluene/10 mL tert-butanol. The mixture is stirred for 3 h at 120° C. under inert gas atmosphere. After that time, the mixture is poured into water and extracted with ethyl acetate. The organic layer is washed wit... The product is C(C)(C)(C)OC(N[C@@H](C)C1=CC=C(C=C1)C1CCN(CC1)C1=CC=C(C=C1)OCC)=O ((S)-(1-{4-[1-(4-Ethoxy-phenyl)-piperidin-4-yl]-phenyl}-ethyl)-carbamic acid tert-butyl ester). As a reaction SMILES: C(=O)([O-])[O-].[Cs+].[Cs+].[C:7]([O:11][C:12](=[O:28])[NH:13][C@H:14]([C:16]1[CH:21]=[CH:20][C:19]([CH:22]2[CH2:27][CH2:26][NH:25][CH2:24][CH2:23]2)=[CH:18][CH:17]=1)[CH3:15])([CH3:10])([CH3:9])[CH3:8].Br[C:30]1[CH:35]=[CH:34][C:33]([O:36][CH2:37][CH3:38])=[CH:32][CH:31]=1.CC(C1C=C(C(C)C)C(C2C=CC=CC=2P(C2CCCCC2)C2CCCCC2)=C(C(C)C)C=1)C>C1(C)C=CC=CC=1.C([O-])(=O)C.[Pd+2].C([O-])(=O)C.O>[C:7]([O:11][C:12](=[O:28])[NH:13][C@H:14]([C:16]1[CH:17]=[CH:18][C:19]([CH:22]2[CH2:27][CH2:26][N:25]([C:30]3[CH:35]=[CH:34][C:33]([O:36][CH2:37][CH3:38])=[CH:32][CH:31]=3)[CH2:24][CH2:23]2)=[CH:20][CH:21]=1)[CH3:15])([CH3:8])([CH3:9])[CH3:10] |f:0.1.2,7.8.9|.